This data is from the Open Reaction Database (ORD), a public repository of structured organic reaction records. The task is: describe an organic reaction: reactants, conditions, products, and yield The reactants are C(C)OCCO (2-ethoxyethanol), II (iodine), I (hydriodic acid), COC1=CC2=C(C=CN=C2C=C1)[C@H]([C@@H]3C[C@@H]4CCN3C[C@@H]4C=C)O (quinine bisulphate), CO (methanol). Run in C(CCCCCCCCC)O (decyl alcohol). The product is C(C=C)(=O)OCC(CCCC)CC.C(C=C)(=O)O (2-ethylhexyl acrylate acrylic acid), solution. As a reaction SMILES: COC1[CH:12]=[CH:11][C:10]2[C:5](=[C:6]([C@@H:13]([OH:24])[C@H:14]3N4C[C@H](C=C)[C@@H](CC4)[CH2:15]3)[CH:7]=[CH:8]N=2)C=1.[CH3:25]O.II.I.C([O:32][CH2:33][CH2:34]O)C>C(O)CCCCCCCCC>[C:33]([O:24][CH2:13][CH:6]([CH2:7][CH3:8])[CH2:5][CH2:10][CH2:11][CH3:12])(=[O:32])[CH:34]=[CH2:25].[C:13]([OH:24])(=[O:32])[CH:14]=[CH2:15] |f:6.7|. Procedure: A copolymer of 2-ethylhexyl acrylate/acrylic acid, 50%/50% by weight was prepared. 42.5 grams of the solution of the copolymer was prepared as a 25% by weight solution in 2-ethoxyethanol to which was added 3.75 grams of quinine bisulphate and 8.50 grams of methanol. As in Example 1, an alcoholic solution of a plasticizer, iodine, and hydriodic acid was reacted with the above ingredients to form a wet paste. The dried paste, using heat to aid dispersion, was then suspended in decyl alcohol. The s... Reactants: O=C(O)C(=O)O, O=C(O)c1cnoc1-c1ccccc1Cl, Clc1ccccc1C1CCNC1. The product is O=C(c1cnoc1-c1ccccc1Cl)N1CCC(c2ccccc2Cl)C1. As a reaction SMILES: [C:16]([OH:17])(=[O:18])[C:19]([OH:20])=[O:21].[Cl:1][c:2]1[c:3](-[c:8]2[c:9]([C:13](=[O:14])[OH:15])[cH:10][n:11][o:12]2)[cH:4][cH:5][cH:6][cH:7]1.[Cl:22][c:23]1[c:24]([CH:29]2[CH2:30][NH:31][CH2:32][CH2:33]2)[cH:25][cH:26][cH:27][cH:28]1>>[Cl:1][c:2]1[c:3](-[c:8]2[c:9]([C:13](=[O:15])[N:31]3[CH2:30][CH:29]([c:24]4[c:23]([Cl:22])[cH:28][cH:27][cH:26][cH:25]4)[CH2:33][CH2:32]3)[cH:10][n:11][o:12]2)[cH:4][cH:5][cH:6][cH:7]1. Starting materials: C(C)(=O)OCC (ethyl acetate), C1NCCC2=CC(=CC=C12)NC(=O)C=1C(=CC=CC1)C1=CC=C(C=C1)C(F)(F)F (4'-Trifluoromethylbiphenyl-2-carboxylic acid-(1,2,3,4-tetrahydroisoquinolin-6-yl)-amide), S1C(=CC=C1)CC(=O)O (2-thiopheneacetic acid), Cl.CN(CCCN=C=NCC)C (1-(3-dimethylaminopropyl)-3-ethylcarbodiimide hydrochloride). Run in C(Cl)Cl (methylene chloride), hexanes, C(Cl)Cl (methylene chloride). Yields the product S1C(=CC=C1)CC(=O)N1CC2=CC=C(C=C2CC1)NC(=O)C=1C(=CC=CC1)C1=CC=C(C=C1)C(F)(F)F (4'-Trifluoromethylbiphenyl-2-carboxylic acid-[2-(thiophen-2-yl-acetyl)-1,2,3,4-tetrahydroisoquinolin-6-yl]-amide). Yield: 88.7%. Reaction SMILES: [CH2:1]1[C:10]2[C:5](=[CH:6][C:7]([NH:11][C:12]([C:14]3[C:15]([C:20]4[CH:25]=[CH:24][C:23]([C:26]([F:29])([F:28])[F:27])=[CH:22][CH:21]=4)=[CH:16][CH:17]=[CH:18][CH:19]=3)=[O:13])=[CH:8][CH:9]=2)[CH2:4][CH2:3][NH:2]1.[S:30]1[CH:34]=[CH:33][CH:32]=[C:31]1[CH2:35][C:36](O)=[O:37].Cl.CN(C)CCCN=C=NCC.C(OCC)(=O)C>C(Cl)Cl>[S:30]1[CH:34]=[CH:33][CH:32]=[C:31]1[CH2:35][C:36]([N:2]1[CH2:3][CH2:4][C:5]2[C:10](=[CH:9][CH:8]=[C:7]([NH:11][C:12]([C:14]3[C:15]([C:20]4[CH:25]=[CH:24][C:23]([C:26]([F:27])([F:28])[F:29])=[CH:22][CH:21]=4)=[CH:16][CH:17]=[CH:18][CH:19]=3)=[O:13])[CH:6]=2)[CH2:1]1)=[O:37] |f:2.3|. Procedure: Compound (II) (3.1 g, 7.8 mmole), 2-thiopheneacetic acid (1.14 g, 8.0 mmole) and 1-(3-dimethylaminopropyl)-3-ethylcarbodiimide hydrochloride (1.7 g, 8.8 mmole) were stirred in 50 mL of methylene chloride for 12 hrs. at ambient temperature. The reaction was diluted with methylene chloride, washed with 1N hydrochloric acid, 1N NaOH, water and brine. Purification of the residue obtained on evaporation was accomplished with silica gel chromatography using 50% ethyl acetate in hexanes as the eluent t...